From a dataset of the Open Reaction Database (ORD), a public repository of structured organic reaction records. describe an organic reaction: reactants, conditions, products, and yield The reactants are CS, CN(C)C=O, COC(=O)c1cc([N+](=O)[O-])ccc1Cl, [Na], O. Product: COC(=O)c1cc([N+](=O)[O-])ccc1SC. As a reaction SMILES: [CH3:15][SH:16].[CH3:19][N:20]([CH3:21])[CH:22]=[O:23].[Cl:1][c:2]1[c:3]([C:4](=[O:5])[O:6][CH3:7])[cH:8][c:9]([N+:12](=[O:13])[O-:14])[cH:10][cH:11]1.[Na:17].[OH2:18]>>[c:2]1([S:16][CH3:15])[c:3]([C:4](=[O:5])[O:6][CH3:7])[cH:8][c:9]([N+:12](=[O:13])[O-:14])[cH:10][cH:11]1.